From a dataset of the Open Reaction Database (ORD), a public repository of structured organic reaction records. describe an organic reaction: reactants, conditions, products, and yield Reactants: ClC1=NC2=CC=CC=C2C(=N1)Cl (2,4-dichloroquinazoline), CN (methylamine). Product: ClC1=NC2=CC=CC=C2C(=N1)NC (2-Chloro-N-methylquinazolin-4-amine). Reaction SMILES: [Cl:1][C:2]1[N:11]=[C:10](Cl)[C:9]2[C:4](=[CH:5][CH:6]=[CH:7][CH:8]=2)[N:3]=1.[CH3:13][NH2:14]>>[Cl:1][C:2]1[N:11]=[C:10]([NH:14][CH3:13])[C:9]2[C:4](=[CH:5][CH:6]=[CH:7][CH:8]=2)[N:3]=1. Procedure: Prepared as in Example 38 from 2,4-dichloroquinazoline and methylamine. 1H NMR (400 MHz, DMSO-d6) δ2.98 (d, J=4.4 Hz, 3H), 7.53-7.49 (m, 1H), 7.61-7.58 (m, 1H), 7.79-7.75 (m, 1H), 88.19-8.17 (m, 1H), 78 (bs, 1H). The reactants are CCOC(C)=O, CC(C)=C=O, [Cl-], [Cl-], [Na+], O=C([O-])O, [Zn+2], O=CCc1ccccc1. Product: CC1(C)C(=O)OC1Cc1ccccc1. RXN SMILES: [CH2:20]([O:21][C:22](=[O:23])[CH3:24])[CH3:25].[CH3:1][C:2](=[C:3]=[O:4])[CH3:5].[Cl-:26].[Cl-:27].[Na+:19].[O-:15][C:16]([OH:17])=[O:18].[Zn+2:28].[c:6]1([CH2:12][CH:13]=[O:14])[cH:7][cH:8][cH:9][cH:10][cH:11]1>>[CH3:1][C:2]1([CH3:5])[C:3](=[O:4])[O:14][CH:13]1[CH2:12][c:6]1[cH:7][cH:8][cH:9][cH:10][cH:11]1. Procedure: Sulfuryl chloride (4.7 mL) is added to a solution of 3-fluoro-4-hydroxy-benzoic acid (2.97 g) in acetic acid (20 mL) stirred at 50° C. in N,N-dimethylformamide (3 mL) at room temperature. The resulting solution is stirred for 2 h, prior to the addition of another portion of sulfuryl chloride (1.0 mL). The solution is stirred at 60° C. for another 1.5 h and then cooled to ambient temperature. The solution is poured into ice-cold water and the precipitate formed is separated by filtration, washed ... RXN SMILES: S(Cl)([Cl:4])(=O)=O.[F:6][C:7]1[CH:8]=[C:9]([CH:13]=[CH:14][C:15]=1[OH:16])[C:10]([OH:12])=[O:11]>C(O)(=O)C.CN(C)C=O>[Cl:4][C:14]1[CH:13]=[C:9]([CH:8]=[C:7]([F:6])[C:15]=1[OH:16])[C:10]([OH:12])=[O:11]. Yields the product ClC=1C=C(C(=O)O)C=C(C1O)F (3-Chloro-5-fluoro-4-hydroxy-benzoic acid). Run in CN(C=O)C (N,N-dimethylformamide), C(C)(=O)O (acetic acid). Conditions: time 2 hour. Starting materials: S(=O)(=O)(Cl)Cl (Sulfuryl chloride), FC=1C=C(C(=O)O)C=CC1O (3-fluoro-4-hydroxy-benzoic acid), S(=O)(=O)(Cl)Cl (sulfuryl chloride). Reactants: [H-].[Na+] (Sodium hydride), C(C)(C)(C)OC(NCC1=C(C=CC=C1)N=[N+]=[N-])=O ((2-azido-benzyl)-carbamic acid tert-butyl ester), C(C#C)Br (Propargyl bromide). Solvent: CCCCCC (hexane), CN(C)C=O (DMF). Run at time 30 minute. Yields the product N(=[N+]=[N-])C1=C(CN(C(O)=O)CC#C)C=CC=C1 ((2-azido-benzyl)-prop-2-ynyl-carbamic acid), butyl ester. Isolated yield 87.0%. RXN SMILES: [H-].[Na+].C([O:7][C:8](=[O:20])[NH:9][CH2:10][C:11]1[CH:16]=[CH:15][CH:14]=[CH:13][C:12]=1[N:17]=[N+:18]=[N-:19])(C)(C)C.[CH2:21](Br)[C:22]#[CH:23]>CCCCCC.CN(C=O)C>[N:17]([C:12]1[CH:13]=[CH:14][CH:15]=[CH:16][C:11]=1[CH2:10][N:9]([CH2:23][C:22]#[CH:21])[C:8](=[O:20])[OH:7])=[N+:18]=[N-:19] |f:0.1|. Procedure details: Sodium hydride (5.0 mg, 0.120 mmol, 60% suspension in mineral oil) was washed with hexane (2 mL) in a flame dried round bottomed flask under nitrogen atmosphere. To the resulting free floating powder, was added a solution of (2-azido-benzyl)-carbamic acid tert-butyl ester (20 mg, 0.08 mmol) in dry DMF (1 mL) at 0° C. The reaction mixture was stirred at this temperature for 30 min. Propargyl bromide (0.021 mL, 0.24 mmol) was added and the reaction mixture was stirred at r.t. for 2 h. After the co... Starting materials: BrCC(=O)OC(C)(C)C (Tert-butyl bromoacetate), COCCNCC1=CC=C(C#N)C=C1 (4-{[(2-methoxyethyl)amino]methyl}benzonitrile), C(=O)([O-])[O-].[K+].[K+] (K2CO3). Run in C(C)#N (ACN), CCOC(=O)C (EtOAc). Conditions: time 8 hour. Yields the product C(#N)C1=CC=C(CN(CC(=O)OC(C)(C)C)CCOC)C=C1 (tert-butyl N-(4-cyanobenzyl)-N-(2-methoxyethyl)glycinate). Reaction SMILES: Br[CH2:2][C:3]([O:5][C:6]([CH3:9])([CH3:8])[CH3:7])=[O:4].[CH3:10][O:11][CH2:12][CH2:13][NH:14][CH2:15][C:16]1[CH:23]=[CH:22][C:19]([C:20]#[N:21])=[CH:18][CH:17]=1.C([O-])([O-])=O.[K+].[K+]>C(#N)C.CCOC(C)=O>[C:20]([C:19]1[CH:22]=[CH:23][C:16]([CH2:15][N:14]([CH2:13][CH2:12][O:11][CH3:10])[CH2:2][C:3]([O:5][C:6]([CH3:9])([CH3:8])[CH3:7])=[O:4])=[CH:17][CH:18]=1)#[N:21] |f:2.3.4|. Reported procedure: Tert-butyl bromoacetate (1.64 mL, 11.1 mmol) was added into a mixture of 4-{[(2-methoxyethyl)amino]methyl}benzonitrile (958 mg, 5.04 mmol) and K2CO3 (3.06 g, 22.2 mmol) in ACN (20 mL). The resulting mixture was stirred at RT overnight. The reaction mixture was diluted with EtOAc, and then washed with water and brine, dried (MgSO4) and concentrated under vacuum. The residue was purified by flash chromatography (silica, cHex/EtOAc) to give the title compound as a colorless oil. LC/MS (Method B): 3... Reactants: C(C1=CC=CC=C1)(=O)OC[C@]12[C@@H]([C@H]3CC[C@@H]4[C@]5(CC=C(C([C@@H]5CC[C@]4([C@@]3(CC1)C)C)(C)C)C1=CC=C(C(=O)OC(C)(C)C)C=C1)C)[C@@H](CC2)C(=C)C (tert-butyl 4-((1R,3aS,5aR,5bR,7aR,11aS,11bR,13aR,13bR)-3a-(benzoyloxymethyl)-5a,5b,8,8,11a-pentamethyl-1-(prop-1-en-2-yl)-2,3,3a,4,5,5a,5b,6,7,7a,8,11,11a,11b,12,13,13a,13b-octadecahydro-1H-cyclopenta[a]chrysen-9-yl)benzoate), [OH-].[Li+] (lithium hydroxide). The solvent is O1CCOCC1 (1,4-dioxane), O (water), O1CCOCC1 (Dioxane). Run at temperature 75 celsius, time 24 hour. The product is OC[C@]12[C@@H]([C@H]3CC[C@@H]4[C@]5(CC=C(C([C@@H]5CC[C@]4([C@@]3(CC1)C)C)(C)C)C1=CC=C(C(=O)O)C=C1)C)[C@@H](CC2)C(=C)C (4-((1R,3aS,5aR,5bR,7aR,11aS,11bR,13aR,13bR)-3a-(hydroxymethyl)-5a,5b,8,8,11a-pentamethyl-1-(prop-1-en-2-yl)-2,3,3a,4,5,5a,5b,6,7,7a,8,11,11a,11b,12,13,13a,13b-octadecahydro-1H-cyclopenta[a]chrysen-9-yl)benzoic acid). Yield: 39.6%. RXN SMILES: C([O:9][CH2:10][C@:11]12[CH2:49][CH2:48][C@@H:47]([C:50]([CH3:52])=[CH2:51])[C@@H:12]1[C@@H:13]1[C@@:26]([CH3:29])([CH2:27][CH2:28]2)[C@@:25]2([CH3:30])[C@@H:16]([C@:17]3([CH3:46])[C@@H:22]([CH2:23][CH2:24]2)[C:21]([CH3:32])([CH3:31])[C:20]([C:33]2[CH:45]=[CH:44][C:36]([C:37]([O:39]C(C)(C)C)=[O:38])=[CH:35][CH:34]=2)=[CH:19][CH2:18]3)[CH2:15][CH2:14]1)(=O)C1C=CC=CC=1.[OH-].[Li+]>O1CCOCC1.O>[OH:9][CH2:10][C@:11]12[CH2:49][CH2:48][C@@H:47]([C:50]([CH3:52])=[CH2:51])[C@@H:12]1[C@@H:13]1[C@@:26]([CH3:29])([CH2:27][CH2:28]2)[C@@:25]2([CH3:30])[C@@H:16]([C@:17]3([CH3:46])[C@@H:22]([CH2:23][CH2:24]2)[C:21]([CH3:32])([CH3:31])[C:20]([C:33]2[CH:45]=[CH:44][C:36]([C:37]([OH:39])=[O:38])=[CH:35][CH:34]=2)=[CH:19][CH2:18]3)[CH2:15][CH2:14]1 |f:1.2|. Procedure details: To a solution of tert-butyl 4-((1R,3aS,5aR,5bR,7aR,11aS,11bR,13aR,13bR)-3a-(benzoyloxymethyl)-5a,5b,8,8,11a-pentamethyl-1-(prop-1-en-2-yl)-2,3,3a,4,5,5a,5b,6,7,7a,8,11,11a,11b,12,13,13a,13b-octadecahydro-1H-cyclopenta[a]chrysen-9-yl)benzoate (7.2 g, 10.21 mmol) in 1,4-dioxane (75 ml) and water (25 ml) was added lithium hydroxide (1.285 g, 30.6 mmol) and the mixture was stirred at 75° C. Dioxane (50 ml) was added to dissolve all solids and the stirring was continued for 24 h. The solvent was remo...